From a dataset of the Open Reaction Database (ORD), a public repository of structured organic reaction records. describe an organic reaction: reactants, conditions, products, and yield Yields the product C#CCN1CCc2ccc([N+](=O)[O-])cc2CC1. RXN SMILES: [C:19](=[O:20])([O-:21])[O-:22].[CH2:25]([C:26]#[CH:27])[Br:28].[CH3:29][C:30](=[O:31])[CH3:32].[Cs+:23].[Cs+:24].[N+:1]([O-:2])([OH:3])=[O:4].[N+:5](=[O:6])([O-:7])[c:8]1[cH:9][c:10]2[c:11]([cH:17][cH:18]1)[CH2:12][CH2:13][NH:14][CH2:15][CH2:16]2>>[N+:5](=[O:6])([O-:7])[c:8]1[cH:9][c:10]2[c:11]([cH:17][cH:18]1)[CH2:12][CH2:13][N:14]([CH2:27][C:26]#[CH:25])[CH2:15][CH2:16]2. The reactants are O=C([O-])[O-], C#CCBr, CC(C)=O, [Cs+], [Cs+], O=[N+]([O-])O, O=[N+]([O-])c1ccc2c(c1)CCNCC2. Reaction conditions: temperature 0 celsius, time 12 hour. RXN SMILES: [CH2:1]([O:8][C:9]1[C:14]([N:15](C(OC(C)(C)C)=O)[S:16]([CH3:19])(=[O:18])=[O:17])=[CH:13][N:12]2[N:27]=[C:28]([C:35]3[CH:40]=[CH:39][C:38]([F:41])=[CH:37][CH:36]=3)[C:29]([C:30]([O:32][CH2:33][CH3:34])=[O:31])=[C:11]2[CH:10]=1)[C:2]1[CH:7]=[CH:6][CH:5]=[CH:4][CH:3]=1.FC(F)(F)C(O)=O>ClCCl>[CH2:1]([O:8][C:9]1[C:14]([NH:15][S:16]([CH3:19])(=[O:18])=[O:17])=[CH:13][N:12]2[N:27]=[C:28]([C:35]3[CH:36]=[CH:37][C:38]([F:41])=[CH:39][CH:40]=3)[C:29]([C:30]([O:32][CH2:33][CH3:34])=[O:31])=[C:11]2[CH:10]=1)[C:2]1[CH:7]=[CH:6][CH:5]=[CH:4][CH:3]=1. Starting materials: C(C1=CC=CC=C1)OC1=CC=2N(C=C1N(S(=O)(=O)C)C(=O)OC(C)(C)C)N=C(C2C(=O)OCC)C2=CC=C(C=C2)F (Ethyl 5-(benzyloxy)-6-(N-(tert-butoxycarbonyl)methylsulfonamido)-2-(4-fluorophenyl)pyrazolo[1,5-a]pyridine-3-carboxylate), FC(C(=O)O)(F)F (trifluoroacetic acid). The product is C(C1=CC=CC=C1)OC1=CC=2N(C=C1NS(=O)(=O)C)N=C(C2C(=O)OCC)C2=CC=C(C=C2)F (Ethyl 5-(benzyloxy)-2-(4-fluorophenyl)-6-(methylsulfonamido)pyrazolo[1,5-a]pyridine-3-carboxylate). Procedure: Ethyl 5-(benzyloxy)-6-(N-(tert-butoxycarbonyl)methylsulfonamido)-2-(4-fluorophenyl)pyrazolo[1,5-a]pyridine-3-carboxylate (0.32 g, 0.54 mmol, 1 eq) was dissolved in dichloromethane and cooled to 0° C. Then added trifluoroacetic acid (3.2 ml). The above mixture was stirred at room temperature for 12 h. The solution was concentrated and the pH was brought to 8 and extracted with dichloromethane. The organic layer was concentrated yielding the desired product and was taken to the next step without f... Solvent: ClCCl (dichloromethane).